From a dataset of the Open Reaction Database (ORD), a public repository of structured organic reaction records. describe an organic reaction: reactants, conditions, products, and yield The reactants are C1(CC1)CBr (cyclopropylmethyl bromide), C(C1=CC=CC=C1)NC(=O)C=1SC(=CC1C)N1C(C=C(C=C1)O)=O (N-benzyl-5-(4-hydroxy-2-oxopyridin-1(2H)-yl)-3-methylthiophene-2-carboxamide). Product: C(C1=CC=CC=C1)NC(=O)C=1SC(=CC1C)N1C(C=C(C=C1)OCC1CC1)=O (N-Benzyl-5-(4-(cyclopropylmethoxy)-2-oxopyridin-1(2H)-yl)-3-methylthiophene-2-carboxamide). The yield is 62.0%. RXN SMILES: [CH:1]1([CH2:4]Br)[CH2:3][CH2:2]1.[CH2:6]([NH:13][C:14]([C:16]1[S:17][C:18]([N:22]2[CH:27]=[CH:26][C:25]([OH:28])=[CH:24][C:23]2=[O:29])=[CH:19][C:20]=1[CH3:21])=[O:15])[C:7]1[CH:12]=[CH:11][CH:10]=[CH:9][CH:8]=1>>[CH2:6]([NH:13][C:14]([C:16]1[S:17][C:18]([N:22]2[CH:27]=[CH:26][C:25]([O:28][CH2:4][CH:1]3[CH2:3][CH2:2]3)=[CH:24][C:23]2=[O:29])=[CH:19][C:20]=1[CH3:21])=[O:15])[C:7]1[CH:8]=[CH:9][CH:10]=[CH:11][CH:12]=1. Reported procedure: Following the procedure as described in Example 9, making variations only as required to use cyclopropylmethyl bromide in place of 2-cyclopropylethyl 4-methylbenzenesulfonate to react with N-benzyl-5-(4-hydroxy-2-oxopyridin-1(2H)-yl)-3-methylthiophene-2-carboxamide, the title compound was obtained as a colorless solid in 62% yield: mp 175-177° C.; 1H NMR (300 MHz, DMSO-d6) δ 8.54 (t, J=6.0 Hz, 1H), 8.13 (d, J=8.0 Hz, 1H), 7.35-7.20 (m, 6H), 6.24 (dd, J=8.0, 2.7 Hz, 1H), 5.97 (d, J=2.7 Hz, 1H), 4... Reactants: FC=1C=C(C=O)C=CC1OC (3-fluoro-4-methoxybenzaldehyde), [BH4-].[Na+] (sodium borohydride). Solvent: CO (methanol). Reaction conditions: time 1 hour. The product is FC=1C=C(CO)C=CC1OC (3-fluoro-4-methoxybenzyl alcohol). Isolated yield 98.5%. RXN SMILES: [F:1][C:2]1[CH:3]=[C:4]([CH:7]=[CH:8][C:9]=1[O:10][CH3:11])[CH:5]=[O:6].[BH4-].[Na+]>CO>[F:1][C:2]1[CH:3]=[C:4]([CH:7]=[CH:8][C:9]=1[O:10][CH3:11])[CH2:5][OH:6] |f:1.2|. Procedure: To a solution of 3-fluoro-4-methoxybenzaldehyde (1 g, 6.5 mmol) in methanol (15 mL) was added under ice-cooling sodium borohydride (378 mg, 10 mmol) and the mixture was stirred at room temperature for 1 h. The solvent was evaporated under reduced pressure and the obtained residue was dissolved in ethyl acetate. The organic layer was washed with saturated brine and dried over anhydrous sodium sulfate. The solvent was evaporated under reduced pressure to give an almost pure title compound (1 g, 10...